From a dataset of the Open Reaction Database (ORD), a public repository of structured organic reaction records. describe an organic reaction: reactants, conditions, products, and yield The reactants are BrBr (bromine), ClC1=CC=C(CCC(C(C)(C)C)=O)C=C1 (4-Chlorobenzylpinacolone), BrBr (bromine). Run in C(Cl)(Cl)(Cl)Cl (carbon tetrachloride), C(Cl)(Cl)(Cl)Cl (carbon tetrachloride). The product is ClC1=CC=C(C=C1)CC(C(C(C)(C)C)=O)Br (1-(4'-chlorophenyl)-2-bromo-4,4-dimethylpentan-3-one). RXN SMILES: [Cl:1][C:2]1[CH:15]=[CH:14][C:5]([CH2:6][CH2:7][C:8](=[O:13])[C:9]([CH3:12])([CH3:11])[CH3:10])=[CH:4][CH:3]=1.[Br:16]Br>C(Cl)(Cl)(Cl)Cl>[Cl:1][C:2]1[CH:3]=[CH:4][C:5]([CH2:6][CH:7]([Br:16])[C:8](=[O:13])[C:9]([CH3:10])([CH3:11])[CH3:12])=[CH:14][CH:15]=1. Reported procedure: 4-Chlorobenzylpinacolone (11.2 g) in carbon tetrachloride (80 ml) was cooled to about 5° and bromine (8 g) in carbon tetrachloride (20 ml) added dropwise at that temperature over 2 hours. Care was taken to keep free bromine to a minimum in the reaction mixture in order to avoid byproduct formation. The solution was washed with saturated aqueous sodium bicarbonate and with water, dried (magnesium sulphate), and concentrated in vacuo to afford, as a white crystalline solid, crude 1-(4'-chloropheny...